From a dataset of the Open Reaction Database (ORD), a public repository of structured organic reaction records. describe an organic reaction: reactants, conditions, products, and yield Reactants: C(C)OC(=O)C1OC2=C(N(C1)S(=O)(=O)C1=C(C=CC(=C1)Cl)OC)C=C(C=C2)Br (6-bromo-4-(5-chloro-2-methoxy-benzenesulfonyl)-3,4-dihydro-2H-benzo[1,4]oxazine-2-carboxylic acid ethyl ester), NC1=CC=CC=C1 (aniline), N12CCCCCC2=NCCC1 (1,8-diazabicyclo[5.4.0]undec-7-ene), O1CCCC1 (tetrahydrofuran). Reagents/catalysts: [C-]#[O+].[C-]#[O+].[C-]#[O+].[C-]#[O+].[C-]#[O+].[C-]#[O+].[Mo] (molybdenum hexacarbonyl), F[B-](F)(F)F.C(C)(C)(C)P(C(C)(C)C)C(C)(C)C (tris(tert-butyl)phosphine tetrafluoroborate). Conditions: temperature 140 celsius. Product: C(C)OC(=O)C1OC2=C(N(C1)S(=O)(=O)C1=C(C=CC(=C1)Cl)OC)C=C(C=C2)C(NC2=CC=CC=C2)=O (4-(5-Chloro-2-methoxy-benzenesulfonyl)-6-phenylcarbamoyl-3,4-dihydro-2H-benzo[1,4]oxazine-2-carboxylic acid ethyl ester). Yield: 51.0%. As a reaction SMILES: [CH2:1]([O:3][C:4]([CH:6]1[CH2:11][N:10]([S:12]([C:15]2[CH:20]=[C:19]([Cl:21])[CH:18]=[CH:17][C:16]=2[O:22][CH3:23])(=[O:14])=[O:13])[C:9]2[CH:24]=[C:25](Br)[CH:26]=[CH:27][C:8]=2[O:7]1)=[O:5])[CH3:2].[NH2:29][C:30]1[CH:35]=[CH:34][CH:33]=[CH:32][CH:31]=1.N12CCCN=C1CCCCC2.[O:47]1CCC[CH2:48]1>[C-]#[O+].[C-]#[O+].[C-]#[O+].[C-]#[O+].[C-]#[O+].[C-]#[O+].[Mo].F[B-](F)(F)F.C(P(C(C)(C)C)C(C)(C)C)(C)(C)C>[CH2:1]([O:3][C:4]([CH:6]1[CH2:11][N:10]([S:12]([C:15]2[CH:20]=[C:19]([Cl:21])[CH:18]=[CH:17][C:16]=2[O:22][CH3:23])(=[O:14])=[O:13])[C:9]2[CH:24]=[C:25]([C:48](=[O:47])[NH:29][C:30]3[CH:35]=[CH:34][CH:33]=[CH:32][CH:31]=3)[CH:26]=[CH:27][C:8]=2[O:7]1)=[O:5])[CH3:2] |f:4.5.6.7.8.9.10,11.12|. Procedure: A mixture of 6-bromo-4-(5-chloro-2-methoxy-benzenesulfonyl)-3,4-dihydro-2H-benzo[1,4]oxazine-2-carboxylic acid ethyl ester (200 mg, 0.408 mmol), molybdenum hexacarbonyl (108 mg, 0.408 mmol), aniline (114 mg, 1.22 mmol), 1,8-diazabicyclo[5.4.0]undec-7-ene (192 mg, 1.22 mmol) trans-bis(μ-acetato)bis[o-(di-o-tolylphosphino)benzyl]dipalladium(II) (12 mg, 37 μmol), and tris(tert-butyl)phosphine tetrafluoroborate (6 mg, 20 μmol) in tetrahydrofuran (1 mL) was heated for 10 min at 140° C. under microwav... Reactants: CC[C@@]1(C2=C(COC1=O)C(=O)N3CC=4C=C5C(C=CC(=C5CN(C)C)O)=NC4C3=C2)O.Cl (topotecan hydrochloride), [Na] (sodium), methyl ester, N[C@@H](CS(=O)(O)=O)C(=O)O (cysteic acid). Run in CO (Methanol). The product is CC[C@@]1(C2=C(COC1=O)C(=O)N3CC=4C=C5C(C=CC(=C5CN(C)C)O)=NC4C3=C2)O (topotecan). As a reaction SMILES: [CH3:1][CH2:2][C@@:3]1([OH:31])[C:8](=[O:9])[O:7][CH2:6][C:5]2[C:10]([N:12]3[C:29](=[CH:30][C:4]1=2)[C:28]1[N:27]=[C:17]2[CH:18]=[CH:19][C:20]([OH:26])=[C:21]([CH2:22][N:23]([CH3:25])[CH3:24])[C:16]2=[CH:15][C:14]=1[CH2:13]3)=[O:11].Cl.[Na].N[C@H](C(O)=O)CS(=O)(O)=O>CO>[CH3:1][CH2:2][C@@:3]1([OH:31])[C:8](=[O:9])[O:7][CH2:6][C:5]2[C:10]([N:12]3[C:29](=[CH:30][C:4]1=2)[C:28]1[N:27]=[C:17]2[CH:18]=[CH:19][C:20]([OH:26])=[C:21]([CH2:22][N:23]([CH3:24])[CH3:25])[C:16]2=[CH:15][C:14]=1[CH2:13]3)=[O:11] |f:0.1,^1:32|. Reported procedure: Methanol stock-solutions of topotecan hydrochloride (120 ml, 1.09 mg/ml) and sodium salt of methyl ester of N-all-trans-retinoyl cysteic acid (32 ml, 15 mg/ml) were mixed in a 500 ml round-bottom flask and evaporated in vacuo. 120 ml sodium chloride solution (9 mg/ml) was added to the residue obtained after evaporation, and the mixture was stirred until it became clear and transparent (approx. 20 min). The concentration of topotecan in the obtained solution was 1 mg/ml, corresponding to a topote... Starting materials: COC1=NC=CC=C1CN1CCC(CC1)CCC=1C(=NC=CC1)OS(=O)(=O)C(F)(F)F (1-[(2-methoxy-3-pyridyl)methyl]-4-[2-[2-[((trifluoromethyl)sulfonyl]oxy]-3-pyridyl]ethyl]piperidine), C(CCC)[Sn](C=1SC=CN1)(CCCC)CCCC (2-(tributylstannyl)thiazole). Reagents/catalysts: C=1C=CC(=CC1)[P](C=2C=CC=CC2)(C=3C=CC=CC3)[Pd]([P](C=4C=CC=CC4)(C=5C=CC=CC5)C=6C=CC=CC6)([P](C=7C=CC=CC7)(C=8C=CC=CC8)C=9C=CC=CC9)[P](C=1C=CC=CC1)(C=1C=CC=CC1)C=1C=CC=CC1 (tetrakis(triphenylphosphine)palladium). The solvent is C1(=CC=CC=C1)C (toluene). Product: COC1=NC=CC=C1CN1CCC(CC1)CCC=1C(=NC=CC1)C=1SC=CN1 (1-[(2-Methoxy-3-pyridyl)methyl]-4-[2-[2-(1,3-thiazol-2-yl)-3-pyridyl]ethyl]piperidine). Yield: 30.3%. Reaction SMILES: [CH3:1][O:2][C:3]1[C:8]([CH2:9][N:10]2[CH2:15][CH2:14][CH:13]([CH2:16][CH2:17][C:18]3[C:19](OS(C(F)(F)F)(=O)=O)=[N:20][CH:21]=[CH:22][CH:23]=3)[CH2:12][CH2:11]2)=[CH:7][CH:6]=[CH:5][N:4]=1.C([Sn](CCCC)(CCCC)[C:37]1[S:38][CH:39]=[CH:40][N:41]=1)CCC>C1(C)C=CC=CC=1.C1C=CC([P]([Pd]([P](C2C=CC=CC=2)(C2C=CC=CC=2)C2C=CC=CC=2)([P](C2C=CC=CC=2)(C2C=CC=CC=2)C2C=CC=CC=2)[P](C2C=CC=CC=2)(C2C=CC=CC=2)C2C=CC=CC=2)(C2C=CC=CC=2)C2C=CC=CC=2)=CC=1>[CH3:1][O:2][C:3]1[C:8]([CH2:9][N:10]2[CH2:11][CH2:12][CH:13]([CH2:16][CH2:17][C:18]3[C:19]([C:37]4[S:38][CH:39]=[CH:40][N:41]=4)=[N:20][CH:21]=[CH:22][CH:23]=3)[CH2:14][CH2:15]2)=[CH:7][CH:6]=[CH:5][N:4]=1 |^1:60,62,81,100|. Procedure details: 150 mg of 1-[(2-methoxy-3-pyridyl)methyl]-4-[2-[2-[((trifluoromethyl)sulfonyl]oxy]-3-pyridyl]ethyl]piperidine, 180 mg of 2-(tributylstannyl)thiazole and 20 mg of tetrakis(triphenylphosphine)palladium were suspended in 4 ml of toluene, and the mixture was heated under reflux for 2 hours under nitrogen flow. The solvent was evaporated, and the residue was purified by NH form silica gel column chromatography (ethyl acetate:hexane=1:4), to give 39 mg of the title compound as a colorless oil. Starting materials: FC=1C=C(C=CC1[N+](=O)[O-])C (3-fluoro-4-nitrotoluene), C(CC)O (1-propanol), CC1=CC(=C(N)C=C1)OCCC (4-methyl-2-propoxyaniline), CC1=CC(=C(N)C=C1)OCCC (4-methyl-2-propoxyaniline), NC=1SC=CN1 (2-aminothiazole). The product is C(CC)OC=1C=C(C=CC1[N+](=O)[O-])C (3-Propoxy-4-nitrotoluene), CC1=CC(=C(C=C1)NC(=O)NC=1SC=CN1)OCCC (1-(4-Methyl-2-propoxy-phenyl)-3-thiazol-2-yl-urea). Yield: 75.0%. Reaction SMILES: F[C:2]1[CH:3]=[C:4]([CH3:11])[CH:5]=[CH:6][C:7]=1[N+:8]([O-:10])=[O:9].[CH3:12][C:13]1[CH:19]=[CH:18][C:16]([NH2:17])=[C:15]([O:20][CH2:21][CH2:22][CH3:23])[CH:14]=1.[NH2:24][C:25]1[S:26][CH:27]=[CH:28][N:29]=1.[CH2:30]([OH:33])CC>>[CH2:15]([O:20][C:2]1[CH:3]=[C:4]([CH3:11])[CH:5]=[CH:6][C:7]=1[N+:8]([O-:10])=[O:9])[CH2:14][CH3:13].[CH3:12][C:13]1[CH:19]=[CH:18][C:16]([NH:17][C:30]([NH:24][C:25]2[S:26][CH:27]=[CH:28][N:29]=2)=[O:33])=[C:15]([O:20][CH2:21][CH2:22][CH3:23])[CH:14]=1. Procedure: 3-Propoxy-4-nitrotoluene (0.79 g, 80%) was prepared from 1-propanol and 3-fluoro-4-nitrotoluene (0.77 g, 5.0 mmol) following the general procedure G. This was reduced to 4-methyl-2-propoxyaniline (0.54 g, 82%) following general procedure C. 1-(4-Methyl-2-propoxy-phenyl)-3-thiazol-2-yl-urea (220 mg, 75%) was prepared from 4-methyl-2-propoxyaniline (165 mg, 1.0 mmol) and 2-aminothiazole (100 mg, 1.0 mmol) following the general procedure D.